Dataset: the Open Reaction Database (ORD), a public repository of structured organic reaction records. Task: describe an organic reaction: reactants, conditions, products, and yield Reactants: CCN(C(C)C)C(C)C, CC(C)OC(=O)Cl, ClCCl, Cl, CS(=O)(=O)c1ccc(-c2ccc(OCC3CCNCC3)cc2)c(F)c1. The product is CC(C)OC(=O)N1CCC(COc2ccc(-c3ccc(S(C)(=O)=O)cc3F)cc2)CC1. Reaction SMILES: [CH:1]([N:2]([CH:3]([CH3:4])[CH3:5])[CH2:6][CH3:7])([CH3:8])[CH3:9].[Cl:36][C:37](=[O:38])[O:39][CH:40]([CH3:41])[CH3:42].[Cl:43][CH2:44][Cl:45].[ClH:10].[F:11][c:12]1[c:13](-[c:22]2[cH:23][cH:24][c:25]([O:28][CH2:29][CH:30]3[CH2:31][CH2:32][NH:33][CH2:34][CH2:35]3)[cH:26][cH:27]2)[cH:14][cH:15][c:16]([S:18](=[O:19])(=[O:20])[CH3:21])[cH:17]1>>[F:11][c:12]1[c:13](-[c:22]2[cH:23][cH:24][c:25]([O:28][CH2:29][CH:30]3[CH2:31][CH2:32][N:33]([C:37](=[O:38])[O:39][CH:40]([CH3:41])[CH3:42])[CH2:34][CH2:35]3)[cH:26][cH:27]2)[cH:14][cH:15][c:16]([S:18](=[O:19])(=[O:20])[CH3:21])[cH:17]1. Starting materials: CCOC(=O)Cl, O=C(O)CC1OB(O)c2cc(O)cc(Cl)c21, Cl, [Na+], [OH-], O. Product: CCOC(=O)Oc1cc(Cl)c2c(c1)B(O)OC2CC(=O)O. As a reaction SMILES: [Cl:19][C:20](=[O:21])[O:22][CH2:23][CH3:24].[Cl:1][c:2]1[cH:3][c:4]([OH:16])[cH:5][c:6]2[c:10]1[CH:9]([CH2:11][C:12](=[O:13])[OH:14])[O:8][B:7]2[OH:15].[ClH:25].[Na+:18].[OH-:17].[OH2:26]>>[Cl:1][c:2]1[cH:3][c:4]([O:16][C:20](=[O:21])[O:22][CH2:23][CH3:24])[cH:5][c:6]2[c:10]1[CH:9]([CH2:11][C:12](=[O:13])[OH:14])[O:8][B:7]2[OH:15]. Reactants: N1=CC=CC=C1 (pyridine), C1(=CC=C(C=C1)S(=O)(=O)Cl)C (p-toluenesulfonyl chloride), ClC=1C(N(N=CC1NCC(CO)O)C(C)C)=O (4-chloro-5-(2,3-dihydroxypropylamino)-2-i-propyl-3(2H)pyridazinone), ice, Cl (hydrochloric acid). The solvent is ClCCl (dichloromethane). Run at time 6 hour. Product: ClC=1C(N(N=CC1NCC(COS(=O)(=O)C1=CC=C(C=C1)C)O)C(C)C)=O (4-Chloro-5-[3-(4-methylphenylsulfonyloxy)-2-hydroxypropylamino]-2-i-propyl-3(2H)pyridazinone). As a reaction SMILES: [C:1]1([CH3:11])[CH:6]=[CH:5][C:4]([S:7](Cl)(=[O:9])=[O:8])=[CH:3][CH:2]=1.[Cl:12][C:13]1[C:14](=[O:28])[N:15]([CH:25]([CH3:27])[CH3:26])[N:16]=[CH:17][C:18]=1[NH:19][CH2:20][CH:21]([OH:24])[CH2:22][OH:23].N1C=CC=CC=1.Cl>ClCCl>[Cl:12][C:13]1[C:14](=[O:28])[N:15]([CH:25]([CH3:26])[CH3:27])[N:16]=[CH:17][C:18]=1[NH:19][CH2:20][CH:21]([OH:24])[CH2:22][O:23][S:7]([C:4]1[CH:5]=[CH:6][C:1]([CH3:11])=[CH:2][CH:3]=1)(=[O:9])=[O:8]. Reported procedure: 1.60 g of p-toluenesulfonyl chloride was added to a mixture comprising 2.09 g of 4-chloro-5-(2,3-dihydroxypropylamino)-2-i-propyl-3(2H)pyridazinone prepared in Reference Example 6, 12 ml of pyridine and 20 ml of dichloromethane, under cooling with ice. The mixture was stirred for 6 hours, and then left to stand for 2 days in an ice chamber. The reaction mixture was acidified to a pH of about 2 by adding cooled dilute hydrochloric acid, and the mixture was extracted with ethyl acetate. The extrac... Reactants: F[B-](F)(F)F, CCN(C(C)C)C(C)C, Cc1ccc(-c2oncc2C(=O)O)cc1, Cl, CC(C)(O)C1CCCNC1, CN(C)C=O, CN(C)C(On1nnc2ccccc21)=[N+](C)C. Product: Cc1ccc(-c2oncc2C(=O)N2CCCC(C(C)(C)O)C2)cc1. RXN SMILES: [B-:12]([F:13])([F:14])([F:15])[F:16].[CH2:34]([N:35]([CH:36]([CH3:37])[CH3:38])[CH:39]([CH3:40])[CH3:41])[CH3:42].[CH3:43][c:44]1[cH:45][cH:46][c:47](-[c:50]2[c:51]([C:55](=[O:56])[OH:57])[cH:52][n:53][o:54]2)[cH:48][cH:49]1.[ClH:1].[NH:2]1[CH2:3][CH:4]([C:8]([CH3:9])([CH3:10])[OH:11])[CH2:5][CH2:6][CH2:7]1.[O:58]=[CH:59][N:60]([CH3:61])[CH3:62].[n:17]1([O:18][C:19]([N:20]([CH3:21])[CH3:22])=[N+:23]([CH3:24])[CH3:25])[c:26]2[cH:27][cH:28][cH:29][cH:30][c:31]2[n:32][n:33]1>>[N:2]1([C:55]([c:51]2[c:50](-[c:47]3[cH:46][cH:45][c:44]([CH3:43])[cH:49][cH:48]3)[o:54][n:53][cH:52]2)=[O:56])[CH2:3][CH:4]([C:8]([CH3:9])([CH3:10])[OH:11])[CH2:5][CH2:6][CH2:7]1.